This data is from the Open Reaction Database (ORD), a public repository of structured organic reaction records. The task is: describe an organic reaction: reactants, conditions, products, and yield Reaction SMILES: [C:22](=[O:23])([O-:24])[O-:25].[CH3:12][O:13][c:14]1[cH:15][cH:16][c:17]([CH2:18][Cl:19])[cH:20][cH:21]1.[CH3:28][N:29]([CH3:30])[CH:31]=[O:32].[K+:26].[K+:27].[OH:1][c:2]1[c:3]([O:10][CH3:11])[cH:4][c:5]([CH:6]=[O:7])[cH:8][cH:9]1>>[O:1]([c:2]1[c:3]([O:10][CH3:11])[cH:4][c:5]([CH:6]=[O:7])[cH:8][cH:9]1)[CH2:18][c:17]1[cH:16][cH:15][c:14]([O:13][CH3:12])[cH:21][cH:20]1. Starting materials: O=C([O-])[O-], COc1ccc(CCl)cc1, CN(C)C=O, [K+], [K+], COc1cc(C=O)ccc1O. Yields the product COc1ccc(COc2ccc(C=O)cc2OC)cc1. The reactants are CCCCn1c(=O)c(C(=O)OCC)c(-c2cccc(OC)c2)c2cccnc21, C[O-], CO, CN(C)C=O, NC=O, [Na+], O. Product: CCCCn1c(=O)c(C(N)=O)c(-c2cccc(OC)c2)c2cccnc21. As a reaction SMILES: [CH2:1]([CH2:2][CH2:3][CH3:4])[n:5]1[c:6](=[O:28])[c:7]([C:23]([O:25][CH2:24][CH3:26])=[O:27])[c:8](-[c:15]2[cH:16][c:17]([O:21][CH3:22])[cH:18][cH:19][cH:20]2)[c:9]2[cH:10][cH:11][cH:12][n:13][c:14]12.[CH3:32][O-:33].[CH3:35][OH:36].[CH3:38][N:39]([CH3:40])[CH:41]=[O:42].[CH:29](=[O:30])[NH2:31].[Na+:34].[OH2:37]>>[CH2:1]([CH2:2][CH2:3][CH3:4])[n:5]1[c:6](=[O:28])[c:7]([C:23](=[O:25])[NH2:31])[c:8](-[c:15]2[cH:16][c:17]([O:21][CH3:22])[cH:18][cH:19][cH:20]2)[c:9]2[cH:10][cH:11][cH:12][n:13][c:14]12. The reactants are [H-].[Al+3].[Li+].[H-].[H-].[H-] (lithium aluminum hydride), C1(CCCCC1)[C@@H]1C[C@H](NC1=O)CO ((2S-trans)-4-cyclohexyl-5-oxo-2-pyrrolidinemethanol). Solvent: O1CCCC1 (tetrahydrofuran), O1CCCC1 (tetrahydrofuran). Conditions: temperature 0 celsius. Product: C1(CCCCC1)[C@@H]1C[C@H](NC1)CO ((2S-trans)-4-cyclohexyl-2-pyrrolidinemethanol). Yield: 37.7%. RXN SMILES: [H-].[Al+3].[Li+].[H-].[H-].[H-].[CH:7]1([C@H:13]2[C:17](=O)[NH:16][C@H:15]([CH2:19][OH:20])[CH2:14]2)[CH2:12][CH2:11][CH2:10][CH2:9][CH2:8]1>O1CCCC1>[CH:7]1([C@H:13]2[CH2:17][NH:16][C@H:15]([CH2:19][OH:20])[CH2:14]2)[CH2:8][CH2:9][CH2:10][CH2:11][CH2:12]1 |f:0.1.2.3.4.5|. Reported procedure: To a solution of lithium aluminum hydride (0.8 g) in 50 ml of tetrahydrofuran was added (2S-trans)-4-cyclohexyl-5-oxo-2-pyrrolidinemethanol (2.0 g) in 20 ml of tetrahydrofuran. After the addition, the mixture was refluxed for 24 hours, cooled to 0° C., quenched with ethyl acetate followed by saturated sodium sulphate solution, filtered, and the filtrate dried over anhydrous magnesium sulphate. Removal of the solvent followed by crystallization yielded 0.7 g of (2S-trans)-4-cyclohexyl-2-pyrrolidi... Starting materials: CCI, CCC(C)=O, [Na+], [Na+], O=C([O-])[O-], c1ccc(-c2cc(N3CCNCC3)nc3ccccc23)cc1. The product is CCN1CCN(c2cc(-c3ccccc3)c3ccccc3n2)CC1. Reaction SMILES: [CH2:23]([CH3:24])[I:25].[CH2:32]([C:33]([CH3:34])=[O:35])[CH3:36].[Na+:26].[Na+:27].[O-:28][C:29](=[O:30])[O-:31].[c:1]1(-[c:7]2[cH:8][c:9]([N:17]3[CH2:18][CH2:19][NH:20][CH2:21][CH2:22]3)[n:10][c:11]3[cH:12][cH:13][cH:14][cH:15][c:16]23)[cH:2][cH:3][cH:4][cH:5][cH:6]1>>[c:1]1(-[c:7]2[cH:8][c:9]([N:17]3[CH2:18][CH2:19][N:20]([CH2:23][CH3:24])[CH2:21][CH2:22]3)[n:10][c:11]3[cH:12][cH:13][cH:14][cH:15][c:16]23)[cH:2][cH:3][cH:4][cH:5][cH:6]1. The reactants are c1ccc2c3c([nH]c2c1)CNCC3, ClCCCl, CCN(C(C)C)C(C)C, CN(C)C=O, O, O, O=C(O)c1ccccc1, On1nnc2ccccc21. The product is O=C(c1ccccc1)N1CCc2c([nH]c3ccccc23)C1. RXN SMILES: [CH2:1]1[NH:2][CH2:3][CH2:4][c:5]2[c:6]1[nH:7][c:8]1[cH:9][cH:10][cH:11][cH:12][c:13]21.[CH2:43]([Cl:44])[CH2:45][Cl:46].[CH:34]([N:35]([CH:36]([CH3:37])[CH3:38])[CH2:39][CH3:40])([CH3:41])[CH3:42].[O:47]=[CH:48][N:49]([CH3:50])[CH3:51].[OH2:23].[OH2:52].[OH:14][C:15](=[O:16])[c:17]1[cH:18][cH:19][cH:20][cH:21][cH:22]1.[OH:24][n:25]1[c:26]2[cH:27][cH:28][cH:29][cH:30][c:31]2[n:32][n:33]1>>[CH2:1]1[N:2]([C:15](=[O:14])[c:17]2[cH:18][cH:19][cH:20][cH:21][cH:22]2)[CH2:3][CH2:4][c:5]2[c:6]1[nH:7][c:8]1[cH:9][cH:10][cH:11][cH:12][c:13]21. The reactants are C[Sn](C)(C)C, CCN(C)S(=O)(=O)c1ccc(Cl)nc1, C1COCCO1, c1ccc(P(c2ccccc2)(c2ccccc2)[Pd](P(c2ccccc2)(c2ccccc2)c2ccccc2)(P(c2ccccc2)(c2ccccc2)c2ccccc2)P(c2ccccc2)(c2ccccc2)c2ccccc2)cc1. Product: CCN(C)S(=O)(=O)c1ccc([Sn](C)(C)C)nc1. Reaction SMILES: [CH3:15][Sn:16]([CH3:17])([CH3:18])[CH3:19].[Cl:1][c:2]1[cH:3][cH:4][c:5]([S:8](=[O:9])(=[O:10])[N:11]([CH3:12])[CH2:13][CH3:14])[cH:6][n:7]1.[O:20]1[CH2:21][CH2:22][O:23][CH2:24][CH2:25]1.[cH:26]1[cH:27][cH:28][c:29]([P:30]([Pd:31]([P:32]([c:33]2[cH:34][cH:35][cH:36][cH:37][cH:38]2)([c:39]2[cH:40][cH:41][cH:42][cH:43][cH:44]2)[c:45]2[cH:46][cH:47][cH:48][cH:49][cH:50]2)([P:51]([c:52]2[cH:53][cH:54][cH:55][cH:56][cH:57]2)([c:58]2[cH:59][cH:60][cH:61][cH:62][cH:63]2)[c:64]2[cH:65][cH:66][cH:67][cH:68][cH:69]2)[P:70]([c:71]2[cH:72][cH:73][cH:74][cH:75][cH:76]2)([c:77]2[cH:78][cH:79][cH:80][cH:81][cH:82]2)[c:83]2[cH:84][cH:85][cH:86][cH:87][cH:88]2)([c:89]2[cH:90][cH:91][cH:92][cH:93][cH:94]2)[c:95]2[cH:96][cH:97][cH:98][cH:99][cH:100]2)[cH:101][cH:102]1>>[c:2]1([Sn:16]([CH3:15])([CH3:17])[CH3:18])[cH:3][cH:4][c:5]([S:8](=[O:9])(=[O:10])[N:11]([CH3:12])[CH2:13][CH3:14])[cH:6][n:7]1. Starting materials: CC(Cl)Cl, O=C(O)C(F)(F)F, O=C1CC2CCC(C1)N2C(=O)C(F)(F)F, Oc1ccccc1-n1cccc1. Product: O=C(N1C2CCC1CC1(C2)Oc2ccccc2-n2cccc21)C(F)(F)F. As a reaction SMILES: [Cl:35][CH:36]([Cl:37])[CH3:38].[F:1][C:2]([F:3])([F:4])[C:5]([OH:6])=[O:7].[F:20][C:21]([C:22](=[O:23])[N:24]1[CH:25]2[CH2:26][C:27](=[O:32])[CH2:28][CH:29]1[CH2:30][CH2:31]2)([F:33])[F:34].[n:8]1(-[c:13]2[c:14]([OH:19])[cH:15][cH:16][cH:17][cH:18]2)[cH:9][cH:10][cH:11][cH:12]1>>[n:8]12[cH:9][cH:10][cH:11][c:12]1[C:27]1([O:19][c:14]3[c:13]-2[cH:18][cH:17][cH:16][cH:15]3)[CH2:26][CH:25]2[N:24]([C:22]([C:21]([F:20])([F:33])[F:34])=[O:23])[CH:29]([CH2:28]1)[CH2:30][CH2:31]2.